From a dataset of the Open Reaction Database (ORD), a public repository of structured organic reaction records. describe an organic reaction: reactants, conditions, products, and yield The reactants are COC1=CC=C2CCNCC2=C1OC (7,8dimethoxy-1,2,3,4-tetrahydroisoquinoline), C1(C=2C(C(N1CC=O)=O)=CC=CC2)=O (2-phthalimidoacetaldehyde), CC(=O)[O-].[Na+] (NaOAc), [BH-](OC(=O)C)(OC(=O)C)OC(=O)C.[Na+] (NaBH(OAc)3). Solvent: C(Cl)Cl (CH2Cl2), C(Cl)Cl (CH2Cl2). Run at time 1 hour. Product: NCCN1CC2=C(C(=CC=C2CC1)OC)OC (N-(2-Aminoethyl)-7,8-dimethoxy-1,2,3,4-tetrahydroisoquinoline). The yield is 98.1%. Reaction SMILES: [CH3:1][O:2][C:3]1[C:12]([O:13][CH3:14])=[C:11]2[C:6]([CH2:7][CH2:8][NH:9][CH2:10]2)=[CH:5][CH:4]=1.C1(=O)[N:19](CC=O)[C:18](=O)[C:17]2=CC=CC=C12.CC([O-])=O.[Na+].[BH-](OC(C)=O)(OC(C)=O)OC(C)=O.[Na+]>C(Cl)Cl>[NH2:19][CH2:18][CH2:17][N:9]1[CH2:8][CH2:7][C:6]2[C:11](=[C:12]([O:13][CH3:14])[C:3]([O:2][CH3:1])=[CH:4][CH:5]=2)[CH2:10]1 |f:2.3,4.5|. Reported procedure: To a solution of 7,8dimethoxy-1,2,3,4-tetrahydroisoquinoline (421 mg, 2.2 mmol), 2-phthalimidoacetaldehyde (410 mg, 2.2 mmol) and NaOAc (180 mg, 2.2 mmol) in 27 mL of CH2Cl2 was added 690 mg (3.25 mmol) of NaBH(OAc)3 in small portions. After stirring 1 hour at room temperature, the reaction mixture was diluted with CH2Cl2 and washed with a saturated Na2CO3 solution and brine. The residue obtained after evaporation of CH2Cl2 was dissolved in 25 mL of EtOH and treated with 1.2 mL of hydrazine hydr... Reactants: OCCC1OC2=C(NC1=O)C=CC=C2 (2-(2-hydroxyethyl)-1,4-benzoxazin-3-one), C1(=CC=CC=C1)P(C1=CC=CC=C1)C1=CC=CC=C1 (triphenylphosphine), BrC(Br)(Br)Br (tetrabromomethane). Solvent: ClCCl (dichloromethane). Reaction conditions: time 12 hour. The product is BrCCC1OC2=C(NC1=O)C=CC=C2 (2-(2-Bromoethyl)-1,4-benzoxazin-3-one). Isolated yield 79.0%. RXN SMILES: O[CH2:2][CH2:3][CH:4]1[C:9](=[O:10])[NH:8][C:7]2[CH:11]=[CH:12][CH:13]=[CH:14][C:6]=2[O:5]1.C1(P(C2C=CC=CC=2)C2C=CC=CC=2)C=CC=CC=1.[Br:34]C(Br)(Br)Br>ClCCl>[Br:34][CH2:2][CH2:3][CH:4]1[C:9](=[O:10])[NH:8][C:7]2[CH:11]=[CH:12][CH:13]=[CH:14][C:6]=2[O:5]1. Procedure: 580 mg of 2-(2-hydroxyethyl)-1,4-benzoxazin-3-one is stirred with 1 equivalent each of triphenylphosphine and tetrabromomethane in 50 ml of dichloromethane. After 12 hours at room temperature, the reaction is completed. The mixture is concentrated by evaporation, and all of this is put onto a column. After column chromatography, the title compound is obtained in a yield of 79%. [1H]-NMR (CDCl3): 8.35 broad 1H, 7.05 to 6.8 m 4H, 4.77 dd 1H, 3.67 m 2H, 2.5 m 2H. Reactants: CC(=O)O[BH-](OC(C)=O)OC(C)=O, c1ccc(CN2CCNCC2)cc1, ClCCl, Cc1nn(-c2nccc(-c3ccccn3)n2)c(C)c1Oc1ccc(C=O)cc1, CC(Cl)Cl, [Na+]. Product: Cc1nn(-c2nccc(-c3ccccn3)n2)c(C)c1Oc1ccc(CN2CCN(Cc3ccccc3)CC2)cc1. As a reaction SMILES: [C:42]([O:43][BH-:44]([O:45][C:46](=[O:47])[CH3:48])[O:49][C:50](=[O:51])[CH3:52])(=[O:53])[CH3:54].[CH2:29]([c:30]1[cH:31][cH:32][cH:33][cH:34][cH:35]1)[N:36]1[CH2:37][CH2:38][NH:39][CH2:40][CH2:41]1.[CH2:60]([Cl:61])[Cl:62].[CH3:1][c:2]1[n:3][n:4](-[c:17]2[n:18][cH:19][cH:20][c:21](-[c:23]3[n:24][cH:25][cH:26][cH:27][cH:28]3)[n:22]2)[c:5]([CH3:16])[c:6]1[O:7][c:8]1[cH:9][cH:10][c:11]([CH:12]=[O:13])[cH:14][cH:15]1.[Cl:56][CH:57]([Cl:58])[CH3:59].[Na+:55]>>[CH3:1][c:2]1[n:3][n:4](-[c:17]2[n:18][cH:19][cH:20][c:21](-[c:23]3[n:24][cH:25][cH:26][cH:27][cH:28]3)[n:22]2)[c:5]([CH3:16])[c:6]1[O:7][c:8]1[cH:9][cH:10][c:11]([CH2:12][N:39]2[CH2:38][CH2:37][N:36]([CH2:29][c:30]3[cH:31][cH:32][cH:33][cH:34][cH:35]3)[CH2:41][CH2:40]2)[cH:14][cH:15]1. Reactants: Cc1nc(C(=O)N2CCOC3(CCN(Cc4ccc(CCO[Si](C)(C)C(C)(C)C)s4)CC3)C2)cs1, C1CCOC1, CCCC[N+](CCCC)(CCCC)CCCC, [F-]. The product is Cc1nc(C(=O)N2CCOC3(CCN(Cc4ccc(CCO)s4)CC3)C2)cs1. As a reaction SMILES: [C:1]([Si:2]([CH3:3])([CH3:4])[O:6][CH2:7][CH2:8][c:9]1[cH:10][cH:11][c:12]([CH2:14][N:15]2[CH2:16][CH2:17][C:18]3([CH2:19][N:20]([C:24](=[O:25])[c:26]4[n:27][c:28]([CH3:31])[s:29][cH:30]4)[CH2:21][CH2:22][O:23]3)[CH2:32][CH2:33]2)[s:13]1)([CH3:5])([CH3:34])[CH3:35].[CH2:54]1[O:55][CH2:56][CH2:57][CH2:58]1.[CH3:37][CH2:38][CH2:39][CH2:40][N+:41]([CH2:42][CH2:43][CH2:44][CH3:45])([CH2:46][CH2:47][CH2:48][CH3:49])[CH2:50][CH2:51][CH2:52][CH3:53].[F-:36]>>[OH:6][CH2:7][CH2:8][c:9]1[cH:10][cH:11][c:12]([CH2:14][N:15]2[CH2:16][CH2:17][C:18]3([CH2:19][N:20]([C:24](=[O:25])[c:26]4[n:27][c:28]([CH3:31])[s:29][cH:30]4)[CH2:21][CH2:22][O:23]3)[CH2:32][CH2:33]2)[s:13]1. Starting materials: C(\C=C\C(=O)O)(=O)O (Fumaric acid), ClC1=CC(=C(C#N)C=C1)OC1=C(C(=CC=C1)CN(C)C)SCC (4-chloro-2-(3-dimethylaminomethyl-2-ethylsulfanyl-phenoxy)-benzonitrile). The solvent is CO (methanol). Conditions: time 17 hour. Product: C(\C=C\C(=O)O)(=O)O.ClC1=CC(=C(C#N)C=C1)OC1=C(C(=CC=C1)CN(C)C)SC (4-Chloro-2-(3-dimethylaminomethyl-2-methysulfanyl-phenoxy)-benzonitrile fumarate). RXN SMILES: [C:1]([OH:8])(=[O:7])/[CH:2]=[CH:3]/[C:4]([OH:6])=[O:5].[Cl:9][C:10]1[CH:17]=[CH:16][C:13]([C:14]#[N:15])=[C:12]([O:18][C:19]2[CH:24]=[CH:23][CH:22]=[C:21]([CH2:25][N:26]([CH3:28])[CH3:27])[C:20]=2[S:29][CH2:30]C)[CH:11]=1>CO>[C:1]([OH:8])(=[O:7])/[CH:2]=[CH:3]/[C:4]([OH:6])=[O:5].[Cl:9][C:10]1[CH:17]=[CH:16][C:13]([C:14]#[N:15])=[C:12]([O:18][C:19]2[CH:24]=[CH:23][CH:22]=[C:21]([CH2:25][N:26]([CH3:27])[CH3:28])[C:20]=2[S:29][CH3:30])[CH:11]=1 |f:3.4|. Procedure: 4-Chloro-2-fluorobenzonitrile (0.974 g, 6.26 mmol), 3-dimethylaminomethyl-2-methylsulfanyl-phenol hydrobromide (1.74 g, 6.26 mmol) and cesium carbonate (4.08 g, 12.5 mmol) were heated with stirring in dry DMF (4 mL) at 50° C. for 17 h. The reaction was complete by LC/MS analysis. The reaction mixture was cooled, poured into water and extracted with ethyl acetate. The ethyl acetate layer was separated, washed with water (1×), 10% sodium carbonate solution (2×), water (2×), brine (1×), and dried o... Starting materials: ClC1=CC=C(C=C1)C(C#N)C1=C(C=C(C=C1)[N+](=O)[O-])OC (α-(4-chlorophenyl)-2-methoxy-4-nitrobenzeneacetonitrile), S1C=CC=C1 (thiophene), [H][H] (hydrogen). Reagents/catalysts: [Pt] (platinum-on-charcoal). The solvent is CO (methanol), CO (methanol). Product: NC1=CC(=C(C=C1)C(C#N)C1=CC=C(C=C1)Cl)OC (4-amino-α-(4-chlorophenyl)-2-methoxybenzeneacetonitrile). RXN SMILES: [Cl:1][C:2]1[CH:7]=[CH:6][C:5]([CH:8]([C:11]2[CH:16]=[CH:15][C:14]([N+:17]([O-])=O)=[CH:13][C:12]=2[O:20][CH3:21])[C:9]#[N:10])=[CH:4][CH:3]=1.S1C=CC=C1.[H][H]>CO.[Pt]>[NH2:17][C:14]1[CH:15]=[CH:16][C:11]([CH:8]([C:5]2[CH:6]=[CH:7][C:2]([Cl:1])=[CH:3][CH:4]=2)[C:9]#[N:10])=[C:12]([O:20][CH3:21])[CH:13]=1. Procedure details: A mixture of 8.1 parts of α-(4-chlorophenyl)-2-methoxy-4-nitrobenzeneacetonitrile, 2 parts of a solution of thiophene in methanol 4% and 200 parts of methanol is hydrogenated at normal pressure and at 50° C. with 2 parts of platinum-on-charcoal catalyst 5%. After the calculated amount of hydrogen is taken up, the catalyst is filtered off and the filtrate is evaporated in vacuo. The residue is stirred in a small amount of 2-propanol. The product is filtered off and dried, yielding 4-amino-α-(4-ch... Reported procedure: The method followed that described in Example 1, but using 3-pyridylcarbinol (240 mg, 2.2 mmol) in THF (10 ml), n-butyllithium (2.5 M; 0.84 ml, 2.1 mmol) in hexane, and 1-adamantanecarbonyl chloride (397 mg, 2.0 mmol) in THF (2 ml). Chromatography, on elution with petrol-ether-triethylamine 200:50:1, gave the title compound (422 mg, 78%) as an oil. IR νmax 1728 cm-1 ; 1H-NMR (CDCl3) δ1.71 and 1.91 (12H, 2s, adamantyl CH2), 2.02 (3H, s, adamantyl CH), 5.11 (2H, s, OCH2), 7.30 (1H, m, Py 5-H), 7.6... The product is C12(CC3CC(CC(C1)C3)C2)C(=O)OCC=2C=NC=CC2 (3-Pyridylmethyl 1-adamantanecarboxylate). The yield is 77.8%. The reactants are N1=CC(=CC=C1)CO (3-pyridylcarbinol), C(CCC)[Li] (n-butyllithium), C12(CC3CC(CC(C1)C3)C2)C(=O)Cl (1-adamantanecarbonyl chloride). Run in C1CCOC1 (THF), CCCCCC (hexane), C1CCOC1 (THF). As a reaction SMILES: [N:1]1[CH:6]=[CH:5][CH:4]=[C:3]([CH2:7][OH:8])[CH:2]=1.C([Li])CCC.[C:14]12([C:24](Cl)=[O:25])[CH2:23][CH:18]3[CH2:19][CH:20]([CH2:22][CH:16]([CH2:17]3)[CH2:15]1)[CH2:21]2>C1COCC1.CCCCCC>[C:14]12([C:24]([O:8][CH2:7][C:3]3[CH:2]=[N:1][CH:6]=[CH:5][CH:4]=3)=[O:25])[CH2:21][CH:20]3[CH2:19][CH:18]([CH2:17][CH:16]([CH2:22]3)[CH2:15]1)[CH2:23]2.